From a dataset of the Open Reaction Database (ORD), a public repository of structured organic reaction records. describe an organic reaction: reactants, conditions, products, and yield The reactants are CC(=O)NC(=Cc1ccc(Oc2ccc3c(c2)C(C)(C)CCC3(C)C)cc1)C(=O)O, CCO, CCOCC, CCCCCC, Cl, O. Yields the product CC1(C)CCC(C)(C)c2cc(Oc3ccc(C=C(O)C(=O)O)cc3)ccc21. As a reaction SMILES: [C:1]([NH:2][C:5]([C:6](=[O:7])[OH:8])=[CH:9][c:10]1[cH:11][cH:12][c:13]([O:16][c:17]2[cH:18][c:19]3[c:24]([cH:25][cH:26]2)[C:23]([CH3:27])([CH3:28])[CH2:22][CH2:21][C:20]3([CH3:29])[CH3:30])[cH:14][cH:15]1)(=[O:3])[CH3:4].[CH2:32]([CH3:33])[OH:34].[CH2:42]([O:43][CH2:44][CH3:45])[CH3:46].[CH3:36][CH2:37][CH2:38][CH2:39][CH2:40][CH3:41].[ClH:31].[OH2:35]>>[C:5]([C:6](=[O:7])[OH:8])(=[CH:9][c:10]1[cH:11][cH:12][c:13]([O:16][c:17]2[cH:18][c:19]3[c:24]([cH:25][cH:26]2)[C:23]([CH3:27])([CH3:28])[CH2:22][CH2:21][C:20]3([CH3:29])[CH3:30])[cH:14][cH:15]1)[OH:34]. Starting materials: NC1C2CC3(CC(CC1C3)C2)O (4-aminoadamantan-1-ol), C1=CN(C=N1)C(=O)N2C=CN=C2 (CDI), CCN(C(C)C)C(C)C (DIEA), BrC=1C=CC=C2C(CC3(CCNCC3)C12)CC(=O)OCC (Ethyl 2-(7-bromo-2,3-dihydrospiro[indene-1,4′-piperidine]-3-yl)acetate). Run in C(Cl)Cl (CH2Cl2). Reaction conditions: time 1 hour. Product: BrC=1C=CC=C2C(CC3(CCN(CC3)C(NC3C4CC5(CC(CC3C5)C4)O)=O)C12)CC(=O)OCC (ethyl 2-(7-bromo-1′-((1-hydroxy-4-adamantyl)carbamoyl)-2,3-dihydrospiro[indene-1,4′-piperidine]-3-yl)acetate). RXN SMILES: [NH2:1][CH:2]1[CH:9]2[CH2:10][C:5]3([OH:12])[CH2:6][CH:7]([CH2:11][CH:3]1[CH2:4]3)[CH2:8]2.C1N=CN([C:18]([N:20]2[CH:24]=N[CH:22]=[CH:21]2)=[O:19])C=1.CCN(C(C)C)C(C)C.[Br:34][C:35]1[CH:36]=[CH:37][CH:38]=[C:39]2[C:48]=1[C:42]1(CCNC[CH2:43]1)[CH2:41][CH:40]2[CH2:49][C:50]([O:52][CH2:53][CH3:54])=[O:51]>C(Cl)Cl>[Br:34][C:35]1[CH:36]=[CH:37][CH:38]=[C:39]2[C:48]=1[C:42]1([CH2:22][CH2:21][N:20]([C:18](=[O:19])[NH:1][CH:2]3[CH:9]4[CH2:10][C:5]5([OH:12])[CH2:6][CH:7]([CH2:11][CH:3]3[CH2:4]5)[CH2:8]4)[CH2:24][CH2:43]1)[CH2:41][CH:40]2[CH2:49][C:50]([O:52][CH2:53][CH3:54])=[O:51]. Procedure: A solution of 4-aminoadamantan-1-ol (628 mg, 3.76 mmol) in dry CH2Cl2 (2 mL) was added CDI (736 mg, 4.52 mmol) and DIEA (3.24 g, 25.12 mmol) at 0° C. under N2 and the mixture was stirred for 1 h. Ethyl 2-(7-bromo-2,3-dihydrospiro[indene-1,4′-piperidine]-3-yl)acetate (1.10 g, 3.14 mmol) was added and the mixture was stirred overnight. The mixture was washed with 5% aq HCl, and the organic layer was concentrated to give the crude product. Purification by preparative TLC followed by preparative HPL... Reactants: N1(CCC1)S(=O)(=O)NC(C1=C(C=C(C(=C1)Cl)OCC1(CCCC1)C(F)(F)F)F)=O (N-(azetidin-1-ylsulfonyl)-5-chloro-2-fluoro-4-((1-(trifluoromethyl)cyclopentyl)-methoxy)benzamide), ClC=1C(=CC(=C(C(=O)NS(=O)(=O)C)C1)F)OCC1(CC1)C(F)(F)F (5-chloro-2-fluoro-N-(methylsulfonyl)-4-((1-(trifluoromethyl)-cyclopropyl)-methoxy)benzamide). Product: C1(CC1)C=1C(=CC(=C(C(=O)NS(=O)(=O)C)C1)F)OCC1(CC1)C(F)(F)F (5-cyclopropyl-2-fluoro-N-(methylsulfonyl)-4-((1-(trifluoromethyl)-cyclopropyl)methoxy)benzamide). Isolated yield 19.0%. RXN SMILES: N1(S(N[C:9](=O)[C:10]2[CH:15]=C(Cl)C(OCC3(C(F)(F)F)CCCC3)=CC=2F)(=O)=O)CCC1.Cl[C:31]1[C:32]([O:45][CH2:46][C:47]2([C:50]([F:53])([F:52])[F:51])[CH2:49][CH2:48]2)=[CH:33][C:34]([F:44])=[C:35]([CH:43]=1)[C:36]([NH:38][S:39]([CH3:42])(=[O:41])=[O:40])=[O:37]>>[CH:15]1([C:31]2[C:32]([O:45][CH2:46][C:47]3([C:50]([F:53])([F:52])[F:51])[CH2:49][CH2:48]3)=[CH:33][C:34]([F:44])=[C:35]([CH:43]=2)[C:36]([NH:38][S:39]([CH3:42])(=[O:41])=[O:40])=[O:37])[CH2:10][CH2:9]1. Reported procedure: Following the procedure as described in Example 165 and making variations as required to replace N-(azetidin-1-ylsulfonyl)-5-chloro-2-fluoro-4-((1-(trifluoromethyl)cyclopentyl)-methoxy)benzamide with 5-chloro-2-fluoro-N-(methylsulfonyl)-4-((1-(trifluoromethyl)-cyclopropyl)-methoxy)benzamide. Purification by reverse-phase preparative HPLC to yield the title compound (0.047 g, 19%): 1H NMR (300 MHz, DMSO-d6) 11.94 (br s, 1H), 7.14 (d, J=8.3 Hz, 1H), 6.96 (d, J=12.9 Hz, 1H), 4.23 (s, 2H), 3.31 (s, ...